From a dataset of the Open Reaction Database (ORD), a public repository of structured organic reaction records. describe an organic reaction: reactants, conditions, products, and yield Reactants: O1CCOC12CCC(CC2)C=O (1,4-dioxaspiro[4.5]decane-8-carbaldehyde), C(C)[Mg]Br (ethylmagnesium bromide). The product is O1CCOC12CCC(CC2)C(CC)O (1-(1,4-dioxaspiro[4.5]decan-8-yl)propan-1-ol). As a reaction SMILES: [O:1]1[C:5]2([CH2:10][CH2:9][CH:8]([CH:11]=[O:12])[CH2:7][CH2:6]2)[O:4][CH2:3][CH2:2]1.[CH2:13]([Mg]Br)[CH3:14]>>[O:1]1[C:5]2([CH2:10][CH2:9][CH:8]([CH:11]([OH:12])[CH2:13][CH3:14])[CH2:7][CH2:6]2)[O:4][CH2:3][CH2:2]1. Reported procedure: Reacting 1,4-dioxaspiro[4.5]decane-8-carbaldehyde (prepared as described in Pearson, et al. in J. Org. Chem. 1997, 62(16), 5284-5292) with ethylmagnesium bromide as described in Example 2, Step A yielded the title compound. Procedure: The title compound was prepared according to EXAMPLE 229 from 2-(S)-[(5-chloro-1H-pyrrolo[2,3-c]pyridine-2-carbonyl)amino]-3-(4-fluorophenyl)-propionic acid (EXAMPLE 228) and 4-methylaminopiperidine-1-carboxylic acid tert-butyl ester (Preparation 86). Purification by chromatography using dichloromethane/methanol (95:5) as the eluent gave the title compound as a pale yellow powder. m/z (ES+)=558.48 [M+H]+; RT=3.82 min. Yields the product C(C)(C)(C)OC(=O)N1CCC(CC1)NCC([C@H](CC1=CC=C(C=C1)F)NC(=O)C1=CC=2C(=CN=C(C2)Cl)N1)=O (4-{[2-(S)-[(5-Chloro-1H-pyrrolo[2,3-c]pyridine-2-carbonyl)amino]-3-(4-fluorophenyl)propionyl]methylamino}piperidine-1-carboxylic acid tert-butyl ester). RXN SMILES: [Cl:1][C:2]1[CH:3]=[C:4]2[CH:10]=[C:9]([C:11]([NH:13][C@@H:14]([CH2:18][C:19]3[CH:24]=[CH:23][C:22]([F:25])=[CH:21][CH:20]=3)[C:15](O)=[O:16])=[O:12])[NH:8][C:5]2=[CH:6][N:7]=1.[C:26]([O:30][C:31]([N:33]1[CH2:38][CH2:37][CH:36]([NH:39][CH3:40])[CH2:35][CH2:34]1)=[O:32])([CH3:29])([CH3:28])[CH3:27]>>[C:26]([O:30][C:31]([N:33]1[CH2:34][CH2:35][CH:36]([NH:39][CH2:40][C:15](=[O:16])[C@@H:14]([NH:13][C:11]([C:9]2[NH:8][C:5]3=[CH:6][N:7]=[C:2]([Cl:1])[CH:3]=[C:4]3[CH:10]=2)=[O:12])[CH2:18][C:19]2[CH:20]=[CH:21][C:22]([F:25])=[CH:23][CH:24]=2)[CH2:37][CH2:38]1)=[O:32])([CH3:29])([CH3:28])[CH3:27]. Starting materials: ClC=1C=C2C(=CN1)NC(=C2)C(=O)N[C@H](C(=O)O)CC2=CC=C(C=C2)F (2-(S)-[(5-Chloro-1H -pyrrolo[2,3-c]pyridine-2-carbonyl)amino]-3-(4-fluorophenyl)propionic acid), C(C)(C)(C)OC(=O)N1CCC(CC1)NC (4-methylaminopiperidine-1-carboxylic acid tert-butyl ester). Starting materials: reagents, CSC=1NC2=CC=CC=C2C1C(=O)NC1=CC=CC=C1 (2-(methylthio)-N-phenylindole-3-carboxamide), Cl.CN(CCCCl)C (3-(dimethylamino)propyl chloride hydrochloride), C(=O)([O-])[O-].[K+].[K+] (K2CO3). Solvent: CCO (EtOH). The product is CN(CCCN1C(=C(C2=CC=CC=C12)C(=O)NC1=CC=CC=C1)SC)C (1-[3-(dimethylamino)propyl] -2-(methylthio)-N-phenyl-1H-indole-3-carboxamide), XXVI. Reaction SMILES: [CH3:1][S:2][C:3]1[NH:4][C:5]2[C:10]([C:11]=1[C:12]([NH:14][C:15]1[CH:20]=[CH:19][CH:18]=[CH:17][CH:16]=1)=[O:13])=[CH:9][CH:8]=[CH:7][CH:6]=2.Cl.[CH3:22][N:23]([CH3:28])[CH2:24][CH2:25][CH2:26]Cl.C([O-])([O-])=O.[K+].[K+]>CCO>[CH3:22][N:23]([CH3:28])[CH2:24][CH2:25][CH2:26][N:4]1[C:5]2[C:10](=[CH:9][CH:8]=[CH:7][CH:6]=2)[C:11]([C:12]([NH:14][C:15]2[CH:20]=[CH:19][CH:18]=[CH:17][CH:16]=2)=[O:13])=[C:3]1[S:2][CH3:1] |f:1.2,3.4.5|. Reported procedure: A solution of 2-(methylthio)-N-phenyl-1H-indole-3-carboxamide [XXV: R8 =H] (1.8 g, 6.4 mmol) in EtOH (400 mL) was treated with 3-(dimethylamino)propyl chloride hydrochloride (10.0 g, 64 mmol) and K2CO3 (13 g, 96 mmol) and heated under reflux for 3 hours. A further 10 equivalents of the reagents were then added, and the mixture was heated under reflux for a further 48 hours. EtOH was removed under reduced pressure, and the residue was diluted with water to give crude product. This was chromatogra... The reactants are CCOC(=O)C(C)(C)Br, CCO, [Na+], O, O, [SH-]. The product is CCOC(=O)C(C)(C)S. As a reaction SMILES: [Br:1][C:2]([C:3](=[O:4])[O:5][CH2:6][CH3:7])([CH3:8])[CH3:9].[CH2:14]([OH:15])[CH3:16].[Na+:12].[OH2:10].[OH2:13].[SH-:11]>>[C:2]([C:3](=[O:4])[O:5][CH2:6][CH3:7])([CH3:8])([CH3:9])[SH:11]. Procedure: 5-Bromo-1-(2,6-difluoro-benzyl)-6-methyl-1H-pyrimidine-2,4-dione (synthesized according to the method of BMCL 2004 14(19) 4967-4973) (2.77 g, 8.37 mmol), ((R)-2-hydroxy-1-phenyl-ethyl)-carbamic acid tert-butyl ester (2.08 g, 8.78 mmol), and triphenylphosphine (3.29 g, 12.5 mmol) were added to anhydrous tetrahydrofuran (70 mL) and stirred for a short time. To this solution was slowly added diethylazodicarboxylate (1.95 mL, 12.5 mmol), followed by stirring at room temperature for 12 hrs in a nitro... Isolated yield 49.0%. RXN SMILES: [Br:1][C:2]1[C:3](=[O:19])[NH:4][C:5](=[O:18])[N:6]([CH2:9][C:10]2[C:15]([F:16])=[CH:14][CH:13]=[CH:12][C:11]=2[F:17])[C:7]=1[CH3:8].[C:20]([O:24][C:25](=[O:36])[NH:26][C@H:27]([C:30]1[CH:35]=[CH:34][CH:33]=[CH:32][CH:31]=1)[CH2:28]O)([CH3:23])([CH3:22])[CH3:21].C1(P(C2C=CC=CC=2)C2C=CC=CC=2)C=CC=CC=1.CCOC(/N=N/C(OCC)=O)=O>O1CCCC1>[C:20]([O:24][C:25](=[O:36])[NH:26][C@H:27]([C:30]1[CH:31]=[CH:32][CH:33]=[CH:34][CH:35]=1)[CH2:28][N:4]1[C:3](=[O:19])[C:2]([Br:1])=[C:7]([CH3:8])[N:6]([CH2:9][C:10]2[C:11]([F:17])=[CH:12][CH:13]=[CH:14][C:15]=2[F:16])[C:5]1=[O:18])([CH3:21])([CH3:22])[CH3:23]. The solvent is O1CCCC1 (tetrahydrofuran). The reactants are BrC=1C(NC(N(C1C)CC1=C(C=CC=C1F)F)=O)=O (5-Bromo-1-(2,6-difluoro-benzyl)-6-methyl-1H-pyrimidine-2,4-dione), CCOC(=O)/N=N/C(=O)OCC (diethylazodicarboxylate), C(C)(C)(C)OC(N[C@@H](CO)C1=CC=CC=C1)=O (((R)-2-hydroxy-1-phenyl-ethyl)-carbamic acid tert-butyl ester), C1(=CC=CC=C1)P(C1=CC=CC=C1)C1=CC=CC=C1 (triphenylphosphine). Yields the product C(C)(C)(C)OC(N[C@@H](CN1C(N(C(=C(C1=O)Br)C)CC1=C(C=CC=C1F)F)=O)C1=CC=CC=C1)=O ({(R)-2-[5-bromo-3-(2,6-difluoro-benzyl)-4-methyl-2,6-dioxo-3,6-dihydro-2H-pyrimidin-1-yl]-1-phenyl-ethyl}-carbamic acid tert-butyl ester). The reactants are COCCN1CCc2ccc(N)cc2CC1, Fc1cccc(OC2CCOCC2)c1Nc1nc(Cl)ncc1Cl. Product: COCCN1CCc2ccc(Nc3ncc(Cl)c(Nc4c(F)cccc4OC4CCOCC4)n3)cc2CC1. Reaction SMILES: [CH3:1][O:2][CH2:3][CH2:4][N:5]1[CH2:6][CH2:7][c:8]2[c:9]([cH:12][c:13]([NH2:16])[cH:14][cH:15]2)[CH2:10][CH2:11]1.[Cl:17][c:18]1[n:19][cH:20][c:21]([Cl:39])[c:22]([NH:24][c:25]2[c:26]([F:38])[cH:27][cH:28][cH:29][c:30]2[O:31][CH:32]2[CH2:33][CH2:34][O:35][CH2:36][CH2:37]2)[n:23]1>>[CH3:1][O:2][CH2:3][CH2:4][N:5]1[CH2:6][CH2:7][c:8]2[c:9]([cH:12][c:13]([NH:16][c:18]3[n:19][cH:20][c:21]([Cl:39])[c:22]([NH:24][c:25]4[c:26]([F:38])[cH:27][cH:28][cH:29][c:30]4[O:31][CH:32]4[CH2:33][CH2:34][O:35][CH2:36][CH2:37]4)[n:23]3)[cH:14][cH:15]2)[CH2:10][CH2:11]1.